Dataset: the Open Reaction Database (ORD), a public repository of structured organic reaction records. Task: describe an organic reaction: reactants, conditions, products, and yield The reactants are [Na] (sodium), Cl (HCl), C(C)OC(C(C(COC)=O)C)=O (2-Methyl-3-keto-4-methoxybutyric acid ethyl ester), C(C)(=O)O.C(=N)N (formamidine acetate), C[O-].[Na+] (sodium methoxide). Procedure details: 2-Methyl-3-keto-4-methoxybutyric acid ethyl ester (60 g) and formamidine acetate (39.06 g) were dissolved in methanol (150 ml) and treated, under nitrogen, with a sodium methoxide solution, prepared from sodium (17.42 g) and methanol (225 ml). The mixture was stirred at 50° for 23 hours, stripped, water added and the pH lowered to 7 (HCl). The solution was extracted with chloroform, extracts dried (MgSO4) and stripped to a residue, which was triturated with diethyl ether to give 4-methoxymethyl-... Reaction conditions: time 23 hour. Product: COCC1=NC=NC(=C1C)O (4-methoxymethyl-5-methyl-6-hydroxypyrimidine). Run in O (water), CO (methanol), CO (methanol). As a reaction SMILES: C([O:3][C:4](=O)[CH:5]([CH3:11])[C:6](=O)[CH2:7][O:8][CH3:9])C.C(O)(=O)C.[CH:17]([NH2:19])=[NH:18].C[O-].[Na+].[Na].Cl>CO.O>[CH3:9][O:8][CH2:7][C:6]1[C:5]([CH3:11])=[C:4]([OH:3])[N:19]=[CH:17][N:18]=1 |f:1.2,3.4,^1:22|. Reactants: C([C@@H]1[C@H]([C@@H]([C@H]([C@H](O1)O[C@]2([C@H]([C@@H]([C@H](O2)CO)O)O)CO)O)O)O)O (sucrose), C(CCCCCCC)OC(CC(=O)CCl)=O (γ-chloroacetoacetic octyl ester), C([C@@H]1[C@H]([C@@H]([C@H]([C@H](O1)O[C@]2([C@H]([C@@H]([C@H](O2)CO)O)O)CO)O)O)O)O (sucrose). Solvent: O (water). Run at time 24 hour. The product is C(CCCCCCC)OC(C[C@H](CCl)O)=O (4-chloro-3(R)-hydroxybutyric acid octyl ester). Isolated yield 69.4%. As a reaction SMILES: C(O)[C@H]1O[C@H](O[C@]2(CO)O[C@H](CO)[C@@H](O)[C@@H]2O)[C@H](O)[C@@H](O)[C@@H]1O.[CH2:24]([O:32][C:33](=[O:39])[CH2:34][C:35]([CH2:37][Cl:38])=[O:36])[CH2:25][CH2:26][CH2:27][CH2:28][CH2:29][CH2:30][CH3:31]>O>[CH2:24]([O:32][C:33](=[O:39])[CH2:34][C@@H:35]([OH:36])[CH2:37][Cl:38])[CH2:25][CH2:26][CH2:27][CH2:28][CH2:29][CH2:30][CH3:31]. Procedure details: One hundred grams of commercial fresh Baker's yeast Saccharomyces cerevisiae (Red Star) was suspended in 250 ml of tap water to which was added 10 g of sucrose and 3.6 g of γ-chloroacetoacetic octyl ester. After the contents were incubated at 25° C. on a rotary shaker (250 cycles/minute--2" radius) for 24 hours, an additional 10 g of sucrose was added to the flask and the reaction was allowed to proceed for another 24 hours. The cells were then removed by filtration through a pad of celite. The ...